From a dataset of the Open Reaction Database (ORD), a public repository of structured organic reaction records. describe an organic reaction: reactants, conditions, products, and yield Reactants: C(C)N(C(C(=O)O)CC1=CC=C(C=C1)C=1OC2=C(N1)C=CC=C2)C(C2=CC=CC=C2)(C2=CC=CC=C2)C2=CC=CC=C2 (ethyl 2-[4-(benzoxazol-2-yl)benzyl]-N-trityl-glycine), CCOCC (ether), [OH-].[Na+] (NaOH), [H-].[Al+3].[Li+].[H-].[H-].[H-] (lithium aluminum hydride). The solvent is C1CCOC1 (THF), O (H2O), O (H2O). Reaction conditions: temperature 0 celsius, time 15 hour. The product is C(C1=CC=CC=C1)(C1=CC=CC=C1)(C1=CC=CC=C1)NC(CC1=CC=C(C=C1)C=1OC2=C(N1)C=CC=C2)CO (N-trityl-1-[4-(benzoxazol-2-yl)phenyl]-3-hydroxy-2-propanamine). As a reaction SMILES: C([N:3]([C:24]([C:37]1[CH:42]=[CH:41][CH:40]=[CH:39][CH:38]=1)([C:31]1[CH:36]=[CH:35][CH:34]=[CH:33][CH:32]=1)[C:25]1[CH:30]=[CH:29][CH:28]=[CH:27][CH:26]=1)[CH:4]([CH2:8][C:9]1[CH:14]=[CH:13][C:12]([C:15]2[O:16][C:17]3[CH:23]=[CH:22][CH:21]=[CH:20][C:18]=3[N:19]=2)=[CH:11][CH:10]=1)[C:5](O)=[O:6])C.CCOCC.[H-].[Al+3].[Li+].[H-].[H-].[H-].[OH-].[Na+]>O.C1COCC1>[C:24]([NH:3][CH:4]([CH2:5][OH:6])[CH2:8][C:9]1[CH:10]=[CH:11][C:12]([C:15]2[O:16][C:17]3[CH:23]=[CH:22][CH:21]=[CH:20][C:18]=3[N:19]=2)=[CH:13][CH:14]=1)([C:25]1[CH:30]=[CH:29][CH:28]=[CH:27][CH:26]=1)([C:31]1[CH:32]=[CH:33][CH:34]=[CH:35][CH:36]=1)[C:37]1[CH:38]=[CH:39][CH:40]=[CH:41][CH:42]=1 |f:2.3.4.5.6.7,8.9|. Reported procedure: To a mixture of ethyl 2-[4-(benzoxazol-2-yl)benzyl]-N-trityl-glycine (8.8 g; 16 mmol), dry ether (80 ml) and dry THF (40 ml) is added lithium aluminum hydride (0.8 g; 21 mmol) at 0° C. The reaction is then cooled to 0° C. and 0.8 ml H2O is added slowly, followed by 0.8 ml of 15% NaOH and then 2.4 ml H2O . This is brought to 25° C. and stirred 15 hours. The reaction is filtered through a bed of celite and extracted with ether and THF. The filtrate is concentrated to an oil which solidifies upon t... Starting materials: Cl (HCl), O1CCOCC1 (dioxane), FC=1C=C(COC[C@H]2[C@H](C2)C2CCN(CC2)C(=O)OC(C)(C)C)C=CC1N1N=NN=C1 (tert-butyl 4-((1R,2R)-2-((3-fluoro-4-(1H-tetrazol-1-yl)benzyloxy)methyl)cyclopropyl)piperidine-1-carboxylate). The solvent is C(Cl)Cl (DCM). Conditions: time 1 hour. Yields the product [Cl-].FC=1C=C(COC[C@H]2[C@H](C2)C2CC[NH2+]CC2)C=CC1N1N=NN=C1 (4-((1R,2R)-2-((3-fluoro-4-(1H-tetrazol-1-yl)benzyloxy)methyl)cyclopropyl)piperidinium chloride). Isolated yield 99.0%. Reaction SMILES: [ClH:1].O1CCOCC1.[F:8][C:9]1[CH:10]=[C:11]([CH:31]=[CH:32][C:33]=1[N:34]1[CH:38]=[N:37][N:36]=[N:35]1)[CH2:12][O:13][CH2:14][C@@H:15]1[CH2:17][C@@H:16]1[CH:18]1[CH2:23][CH2:22][N:21](C(OC(C)(C)C)=O)[CH2:20][CH2:19]1>C(Cl)Cl>[Cl-:1].[F:8][C:9]1[CH:10]=[C:11]([CH:31]=[CH:32][C:33]=1[N:34]1[CH:38]=[N:37][N:36]=[N:35]1)[CH2:12][O:13][CH2:14][C@@H:15]1[CH2:17][C@@H:16]1[CH:18]1[CH2:23][CH2:22][NH2+:21][CH2:20][CH2:19]1 |f:4.5|. Reported procedure: A solution of 4 M HCl in dioxane (2.4 mL, 9.62 mmol) was added to a solution of tert-butyl 4-((1R,2R)-2-((3-fluoro-4-(1H-tetrazol-1-yl)benzyloxy)methyl)cyclopropyl)piperidine-1-carboxylate (Step C product, 415 mg, 0.962 mmol) in DCM (3 mL). This mixture was stirred at rt for 1 hr. The reaction mixture was subsequently concentrated under reduced pressure to afford the title compound (351 mg, 99%) as a crude product to be used for the next step. LC/MS (m/z): 332 (M+H)+. Starting materials: CN(CC=C)C (N,N-dimethyl-N-allylamine), FC(C(=O)O)(F)F (Trifluoroacetic acid), S(=O)(=O)(O)C=1C=C(C2=CC=C(C=C2C1)S(=O)(=O)O)N=C=S.[Na] (sodium 3,6-disulfonapthylisothiocyanate). Run in O (water), ClCCl (dichloromethane). Run at time 2 hour. Product: S(=O)(=O)(O)C=1C=C(C2=CC=C(C=C2C1)S(=O)(=O)O)NC(=S)N.[Na] (sodium 3,6-disulfonapthylthiourea). Reaction SMILES: FC(F)(F)C(O)=O.C[N:9](C)CC=C.[S:14]([C:18]1[CH:19]=[C:20]([N:32]=[C:33]=[S:34])[C:21]2[C:26]([CH:27]=1)=[CH:25][C:24]([S:28]([OH:31])(=[O:30])=[O:29])=[CH:23][CH:22]=2)([OH:17])(=[O:16])=[O:15].[Na:35]>ClCCl.O>[S:14]([C:18]1[CH:19]=[C:20]([NH:32][C:33]([NH2:9])=[S:34])[C:21]2[C:26]([CH:27]=1)=[CH:25][C:24]([S:28]([OH:31])(=[O:29])=[O:30])=[CH:23][CH:22]=2)([OH:17])(=[O:16])=[O:15].[Na:35] |f:2.3,6.7,^1:34,61|. Reported procedure: Trifluoroacetic acid (2 ml) was added to a suspension of BHAlyslys2lys4lys8DBL16 (73 mg; 0.01 mmol) in dry dichloromethane (2 ml) under nitrogen A vigorous evolution of gas was observed for a short time and the resulting solution was stirred at room temperature for two hours and then concentrated. The residual syrup was dissolved in water (5 ml), the solution passed through a column of Amberlite IRA-401 (OH) and the filtrate concentrated to give BHAlyslys2lys4lys8lys16 as a viscous oil. The oil ... Procedure details: To a stirred solution of [4-(4-chloro-benzoyl)-piperidin-1-yl]-acetic acid ethyl ester (1.0 g, 3.03 mmol) in 12 mL of THF and 4 mL of MeOH, was added LiOH (0.39 g, 16.14 mmol in 3 mL of water). After 3 h at ambient temperature the solvent was removed in vacuo, then diluted with 20 mL of water (pH 14). The residue was treated with 12 mL of 1 N HCl (pH 4), frozen at −78° C. then lyophilized for 24 hours to yield the title product (1.33 g, 4.70 mmol, >99% yield) with LiCl salt. MS (ESI) m/z 282.3 (... Reactants: C(C)OC(CN1CCC(CC1)C(C1=CC=C(C=C1)Cl)=O)=O ([4-(4-chloro-benzoyl)-piperidin-1-yl]-acetic acid ethyl ester), [Li+].[OH-] (LiOH), [Li+].[Cl-] (LiCl). RXN SMILES: C([O:3][C:4](=[O:21])[CH2:5][N:6]1[CH2:11][CH2:10][CH:9]([C:12](=[O:20])[C:13]2[CH:18]=[CH:17][C:16]([Cl:19])=[CH:15][CH:14]=2)[CH2:8][CH2:7]1)C.[Li+].[OH-].[Li+].[Cl-]>C1COCC1.CO>[Cl:19][C:16]1[CH:17]=[CH:18][C:13]([C:12]([CH:9]2[CH2:10][CH2:11][N:6]([CH2:5][C:4]([OH:21])=[O:3])[CH2:7][CH2:8]2)=[O:20])=[CH:14][CH:15]=1 |f:1.2,3.4|. The solvent is C1CCOC1 (THF), CO (MeOH). Run at temperature -78 celsius, time 24 hour. Product: ClC1=CC=C(C(=O)C2CCN(CC2)CC(=O)O)C=C1 ([4-(4-Chloro-benzoyl)-piperidin-1-yl]-acetic acid). The yield is 155.1%. Reactants: solution, C1(=CC=CC=C1)[Mg]Br (phenyl magnesium bromide), CN1N2C(C=NC3=C1C=CN=C3)=CC=C2 (5-methyl-5H-pyrido[3,4-f]pyrrolo[1,2-b][1,2,5]triazepine). Solvent: CCOCC (ether), O1CCCC1 (tetrahydrofuran), O1CCCC1 (tetrahydrofuran). Run at time 45 minute. Yields the product CN1N2C(C(NC3=C1C=CN=C3)C3=CC=CC=C3)=CC=C2 (10,11-dihydro-5-methyl-10-phenyl-5H-pyrido[3,4-f]pyrrolo[1,2-b][1,2,5]triazepine). Isolated yield 64.0%. Reaction SMILES: [C:1]1([Mg]Br)[CH:6]=[CH:5][CH:4]=[CH:3][CH:2]=1.[CH3:9][N:10]1[C:16]2[CH:17]=[CH:18][N:19]=[CH:20][C:15]=2[N:14]=[CH:13][C:12]2=[CH:21][CH:22]=[CH:23][N:11]12>CCOCC.O1CCCC1>[CH3:9][N:10]1[C:16]2[CH:17]=[CH:18][N:19]=[CH:20][C:15]=2[NH:14][CH:13]([C:1]2[CH:6]=[CH:5][CH:4]=[CH:3][CH:2]=2)[C:12]2=[CH:21][CH:22]=[CH:23][N:11]12. Procedure: To 15 ml of a 3M solution of phenyl magnesium bromide in ether diluted with 15 ml of tetrahydrofuran was added a solution of 4.45 g of 5-methyl-5H-pyrido[3,4-f]pyrrolo[1,2-b][1,2,5]triazepine in 75 ml of tetrahydrofuran. After stirring at ambient temperature for 45 minutes, the reaction mixture was quenched into an iced ammonium chloride solution. The aqueous layer was extracted with ethyl acetate (2×), and the combined organics were washed with water followed by a saturated sodium chloride solu... Starting materials: BrC=1C=C2C(=CC(=NC2=CC1)OC)C1=CC(=CC=C1)Cl (6-bromo-4-(3-chloro-phenyl)-2-methoxy-quinoline), ClC1=CC=C(S1)C(=O)C=1N(C=NC1)C ((5-chloro-thiophen-2-yl)-(3-methyl-3H-imidazol-4-yl)-methanone). Product: ClC=1C=C(C=CC1)C1=CC(=NC2=CC=C(C=C12)C(O)(C=1N(C=NC1)C)C=1SC(=CC1)Cl)OC ([4-(3-Chloro-phenyl)-2-methoxy-quinolin-6-yl]-(5-chloro-thiophen-2-yl)-(3-methyl-3H-imidazol-4-yl)-methanol). Yield: 99.0%. As a reaction SMILES: Br[C:2]1[CH:3]=[C:4]2[C:9](=[CH:10][CH:11]=1)[N:8]=[C:7]([O:12][CH3:13])[CH:6]=[C:5]2[C:14]1[CH:19]=[CH:18][CH:17]=[C:16]([Cl:20])[CH:15]=1.[Cl:21][C:22]1[S:26][C:25]([C:27]([C:29]2[N:30]([CH3:34])[CH:31]=[N:32][CH:33]=2)=[O:28])=[CH:24][CH:23]=1>>[Cl:20][C:16]1[CH:15]=[C:14]([C:5]2[C:4]3[C:9](=[CH:10][CH:11]=[C:2]([C:27]([C:25]4[S:26][C:22]([Cl:21])=[CH:23][CH:24]=4)([C:29]4[N:30]([CH3:34])[CH:31]=[N:32][CH:33]=4)[OH:28])[CH:3]=3)[N:8]=[C:7]([O:12][CH3:13])[CH:6]=2)[CH:19]=[CH:18][CH:17]=1. Procedure details: Following the same procedure as described in example 1E, 6-bromo-4-(3-chloro-phenyl)-2-methoxy-quinoline (1.0 g, 1.87 mmol) and (5-chloro-thiophen-2-yl)-(3-methyl-3H-imidazol-4-yl)-methanone (170 mg, 3.44 mmol) generated the title compound of 18A as a yellow solid (919 mg, 65% yield). Starting materials: BrC(Br)(Br)Br, CCc1cc(CO)sc1-c1noc(-c2ccc(Oc3ccccc3OC)cc2)n1, CCN(C(C)C)C(C)C, Cl, COC(=O)C1CNC1, c1ccc(P(c2ccccc2)c2ccccc2)cc1. Product: CCc1cc(CN2CC(C(=O)OC)C2)sc1-c1noc(-c2ccc(Oc3ccccc3OC)cc2)n1. Reaction SMILES: [C:30]([Br:31])([Br:32])([Br:33])[Br:34].[CH2:1]([CH3:2])[c:3]1[cH:4][c:5]([CH2:28][OH:29])[s:6][c:7]1-[c:8]1[n:9][o:10][c:11](-[c:13]2[cH:14][cH:15][c:16]([O:19][c:20]3[c:21]([O:26][CH3:27])[cH:22][cH:23][cH:24][cH:25]3)[cH:17][cH:18]2)[n:12]1.[CH:63]([N:64]([CH2:65][CH3:66])[CH:67]([CH3:68])[CH3:69])([CH3:70])[CH3:71].[ClH:54].[NH:55]1[CH2:56][CH:57]([C:59](=[O:60])[O:61][CH3:62])[CH2:58]1.[c:35]1([P:36]([c:37]2[cH:38][cH:39][cH:40][cH:41][cH:42]2)[c:43]2[cH:44][cH:45][cH:46][cH:47][cH:48]2)[cH:49][cH:50][cH:51][cH:52][cH:53]1>>[CH2:1]([CH3:2])[c:3]1[cH:4][c:5]([CH2:28][N:55]2[CH2:56][CH:57]([C:59](=[O:60])[O:61][CH3:62])[CH2:58]2)[s:6][c:7]1-[c:8]1[n:9][o:10][c:11](-[c:13]2[cH:14][cH:15][c:16]([O:19][c:20]3[c:21]([O:26][CH3:27])[cH:22][cH:23][cH:24][cH:25]3)[cH:17][cH:18]2)[n:12]1. Starting materials: C[Si](C)(C)CCOCn1c(-c2ccc(OCc3ccccc3)cc2)cc2c(Cl)ncnc21, CN1CCCC1, O=[N+]([O-])c1ccc(O)cc1F, O, Cc1cccc(C)n1. The product is C[Si](C)(C)CCOCn1c(-c2ccc(OCc3ccccc3)cc2)cc2c(Oc3ccc([N+](=O)[O-])c(F)c3)ncnc21. Reaction SMILES: [CH2:26]([c:27]1[cH:28][cH:29][cH:30][cH:31][cH:32]1)[O:33][c:34]1[cH:35][cH:36][c:37](-[c:40]2[cH:41][c:42]3[c:43]([n:44][cH:45][n:46][c:47]3[Cl:48])[n:49]2[CH2:50][O:51][CH2:52][CH2:53][Si:54]([CH3:55])([CH3:56])[CH3:57])[cH:38][cH:39]1.[CH3:20][N:21]1[CH2:22][CH2:23][CH2:24][CH2:25]1.[F:1][c:2]1[cH:3][c:4]([OH:11])[cH:5][cH:6][c:7]1[N+:8](=[O:9])[O-:10].[OH2:58].[n:12]1[c:13]([CH3:14])[cH:15][cH:16][cH:17][c:18]1[CH3:19]>>[F:1][c:2]1[cH:3][c:4]([O:11][c:47]2[c:42]3[cH:41][c:40](-[c:37]4[cH:36][cH:35][c:34]([O:33][CH2:26][c:27]5[cH:28][cH:29][cH:30][cH:31][cH:32]5)[cH:39][cH:38]4)[n:49]([CH2:50][O:51][CH2:52][CH2:53][Si:54]([CH3:55])([CH3:56])[CH3:57])[c:43]3[n:44][cH:45][n:46]2)[cH:5][cH:6][c:7]1[N+:8](=[O:9])[O-:10].